Dataset: the Open Reaction Database (ORD), a public repository of structured organic reaction records. Task: describe an organic reaction: reactants, conditions, products, and yield Reactants: C(C)(C)(C)OC([C@H]1N(C[C@H](C1)C#N)C(=O)OC(C)(C)C)=O ((4S)-1-(tert-butyloxycarbonyl)-4-cyano-L-proline tert-butyl ester). Reagents/catalysts: [Pd] (palladium-on-charcoal). The solvent is C(C)O (ethanol). Yields the product C(C)(C)(C)OC([C@H]1N(C[C@@H](C1)CN)C(=O)OC(C)(C)C)=O ((4S)-1-(tert-Butyloxycarbonyl)-4-(aminomethyl)-L-Proline tert-Butyl Ester). Reaction SMILES: [C:1]([O:5][C:6](=[O:21])[C@@H:7]1[CH2:11][C@H:10]([C:12]#[N:13])[CH2:9][N:8]1[C:14]([O:16][C:17]([CH3:20])([CH3:19])[CH3:18])=[O:15])([CH3:4])([CH3:3])[CH3:2]>C(O)C.[Pd]>[C:1]([O:5][C:6](=[O:21])[C@@H:7]1[CH2:11][C@@H:10]([CH2:12][NH2:13])[CH2:9][N:8]1[C:14]([O:16][C:17]([CH3:20])([CH3:19])[CH3:18])=[O:15])([CH3:3])([CH3:4])[CH3:2]. Procedure details: A solution (4S)-1-(tert-butyloxycarbonyl)-4-cyano-L-proline tert-butyl ester (470 mg, 1.59 mmol) in 90% ethanol (22 mL) was hydrogenated in the presence of 10% palladium-on-charcoal (225 mg) at 450 psi for 24 hours. The catalyst was removed by filtration through Celite, the filter washed with ethanol, and the combined filtrate and washings evaporated. Purification was achieved by flash silica gel chromatography eluting with 95:5:0.5 chloroform-methanol-ammonia; yield 284 mg (60%). 400 MHz 1H NMR... Reactants: [OH-].[NH4+] (ammonium hydroxide), CC1=C(C=CC(=C1)C)C1=CC=CC=2N(C(C(OC21)C)=O)C(CCC)CCC (8-(2,4-dimethylphenyl)-2-methyl-4-(1-propylbutyl)-2H-1,4-benzoxazin-3(4H)-one), B.O1CCCC1 (borane tetrahydrofuran), Cl (hydrochloric acid). Run in O1CCCC1 (tetrahydrofuran). Run at temperature 50 celsius, time 30 minute. Yields the product CC1=C(C=CC(=C1)C)C1=CC=CC=2N(CC(OC21)C)C(CCC)CCC (8-(2,4-Dimethylphenyl)-2-methyl-4-(1-propylbutyl)-3,4-dihydro-2H-1,4-benzoxazine). Isolated yield 30.5%. Reaction SMILES: [CH3:1][C:2]1[CH:7]=[C:6]([CH3:8])[CH:5]=[CH:4][C:3]=1[C:9]1[C:18]2[O:17][CH:16]([CH3:19])[C:15](=O)[N:14]([CH:21]([CH2:25][CH2:26][CH3:27])[CH2:22][CH2:23][CH3:24])[C:13]=2[CH:12]=[CH:11][CH:10]=1.B.O1CCCC1.Cl.[OH-].[NH4+]>O1CCCC1>[CH3:1][C:2]1[CH:7]=[C:6]([CH3:8])[CH:5]=[CH:4][C:3]=1[C:9]1[C:18]2[O:17][CH:16]([CH3:19])[CH2:15][N:14]([CH:21]([CH2:22][CH2:23][CH3:24])[CH2:25][CH2:26][CH3:27])[C:13]=2[CH:12]=[CH:11][CH:10]=1 |f:1.2,4.5|. Reported procedure: To a solution of 8-(2,4-dimethylphenyl)-2-methyl-4-(1-propylbutyl)-2H-1,4-benzoxazin-3(4H)-one (50 mg, 0.14 mmol) was added dropwise to borane-tetrahydrofuran complex (1M solution in tetrahydrofuran, 1.37 ml, 1.4 mmol) in tetrahydrofuran (2 ml) with ice-cooling. The mixture was refluxed for 24 h and then decomposed at room temperature by dropwise addition of 6N hydrochloric acid (2 ml). The mixture was stirred at 50° C. for 30 min. The acidic solution was made alkaline with excess ammonium hydro... The reactants are CC(C)(C)OC(=O)NCCCCCCCCCCCC(=O)O, O=C(n1ccnc1)n1ccnc1, CC(C)(C)OC(=O)N1CCNCC1, ClCCl. Yields the product CC(C)(C)OC(=O)NCCCCCCCCCCCC(=O)N1CCN(C(=O)OC(C)(C)C)CC1. As a reaction SMILES: [C:1]([CH3:2])([CH3:3])([CH3:4])[O:5][C:6](=[O:7])[NH:8][CH2:9][CH2:10][CH2:11][CH2:12][CH2:13][CH2:14][CH2:15][CH2:16][CH2:17][CH2:18][CH2:19][C:20](=[O:21])[OH:22].[C:23]([n:24]1[cH:25][cH:26][n:27][cH:28]1)([n:29]1[cH:30][cH:31][n:32][cH:33]1)=[O:34].[C:35]([CH3:36])([CH3:37])([CH3:38])[O:39][C:40](=[O:41])[N:42]1[CH2:43][CH2:44][NH:45][CH2:46][CH2:47]1.[Cl:48][CH2:49][Cl:50]>>[C:1]([CH3:2])([CH3:3])([CH3:4])[O:5][C:6](=[O:7])[NH:8][CH2:9][CH2:10][CH2:11][CH2:12][CH2:13][CH2:14][CH2:15][CH2:16][CH2:17][CH2:18][CH2:19][C:20](=[O:22])[N:45]1[CH2:44][CH2:43][N:42]([C:40]([O:39][C:35]([CH3:36])([CH3:37])[CH3:38])=[O:41])[CH2:47][CH2:46]1. The reactants are S1C(CCC1)C=1C(CC(CC1O)(C)C)=O (2-(2-tetrahydrothienyl)-3-hydroxy-5,5-dimethyl-2-cyclohexen-1-one), C(C(=O)Cl)(=O)Cl (oxalic chloride). Run at time 1.5 hour. The product is ClC1=C(C(CC(C1)(C)C)=O)C1SCCC1 (3-chloro-2-(2-tetrahydrothienyl)-5,5-dimethyl-2-cyclohexen-1-one). RXN SMILES: [S:1]1[CH2:5][CH2:4][CH2:3][CH:2]1[C:6]1[C:7](=[O:15])[CH2:8][C:9]([CH3:14])([CH3:13])[CH2:10][C:11]=1O.C(Cl)(=O)C([Cl:19])=O>>[Cl:19][C:11]1[CH2:10][C:9]([CH3:14])([CH3:13])[CH2:8][C:7](=[O:15])[C:6]=1[CH:2]1[CH2:3][CH2:4][CH2:5][S:1]1. Procedure: 3 parts of 2-(2-tetrahydrothienyl)-3-hydroxy-5,5-dimethyl-2-cyclohexen-1-one was added to 9.9 parts of oxalic chloride, the mixture was stirred at room temperature for 1.5 hours and concentrated at a temperature below 50° C. The residue was dissolved in 40 parts by volume of benzene and 1.0 part of pyrolidine was added thereto. After stirring at room temperature for 1 hour, the mixture was washed with water, a saturated aqueous sodium hydrogen carbonate solution, and a saturated aqueous sodium c...